From a dataset of the Open Reaction Database (ORD), a public repository of structured organic reaction records. describe an organic reaction: reactants, conditions, products, and yield Reactants: C=C1CC(=O)O1 (diketene), CC1CC(CCC1)N (3-methylcyclohexylamine). Solvent: O1CCCC1 (tetrahydrofuran), O1CCCC1 (tetrahydrofuran). Conditions: temperature 20 celsius, time 4 hour. Yields the product CC1CC(CCC1)NC(CC(C)=O)=O (N-(3-methylcyclohexyl)-acetylacetamide). Isolated yield 68.9%. As a reaction SMILES: [CH2:1]=[C:2]1[O:6][C:4](=[O:5])[CH2:3]1.[CH3:7][CH:8]1[CH2:13][CH2:12][CH2:11][CH:10]([NH2:14])[CH2:9]1>O1CCCC1>[CH3:7][CH:8]1[CH2:13][CH2:12][CH2:11][CH:10]([NH:14][C:4](=[O:5])[CH2:3][C:2](=[O:6])[CH3:1])[CH2:9]1. Reported procedure: A solution of 7.5 g of diketene in 30 ml of tetrahydrofuran was added to a mixture of 10 g of 3-methylcyclohexylamine and 60 ml of tetrahydrofuran and the mixture was stirred at 20° C. for 4 hours and evaporated to dryness under reduced pressure. The residue was chromatographed over silica gel and was eluted with an 8-2 methylene chloride-acetone mixture to obtain 12 g of N-(3-methylcyclohexyl)-acetylacetamide. 12 g of the latter product and 0.3 g of p-toluene sulfonic acid were added to a mixtu...